This data is from the Open Reaction Database (ORD), a public repository of structured organic reaction records. The task is: describe an organic reaction: reactants, conditions, products, and yield The reactants are CC(C)(C)n1ccc(C=O)c1, CC(C)=O, CC(C)=O, Cl, [K+], O=[Mn](=O)(=O)[O-], O. The product is CC(C)(C)n1ccc(C(=O)O)c1. RXN SMILES: [C:1]([CH3:2])([CH3:3])([CH3:4])[n:5]1[cH:6][c:7]([CH:10]=[O:11])[cH:8][cH:9]1.[CH3:19][C:20](=[O:21])[CH3:22].[CH3:23][C:24](=[O:25])[CH3:26].[ClH:18].[K+:17].[Mn:12](=[O:13])([O-:14])(=[O:15])=[O:16].[OH2:27]>>[C:1]([CH3:2])([CH3:3])([CH3:4])[n:5]1[cH:6][c:7]([C:10](=[O:11])[OH:13])[cH:8][cH:9]1.